This data is from the Open Reaction Database (ORD), a public repository of structured organic reaction records. The task is: describe an organic reaction: reactants, conditions, products, and yield Reactants: CCO, [H][H], O=[N+]([O-])c1ccc(C(c2ccccc2)n2ccnc2)cc1. The product is Nc1ccc(C(c2ccccc2)n2ccnc2)cc1. RXN SMILES: [CH3:24][CH2:25][OH:26].[H:22][H:23].[N+:1]([O-:2])(=[O:3])[c:4]1[cH:5][cH:6][c:7]([CH:10]([n:11]2[cH:12][n:13][cH:14][cH:15]2)[c:16]2[cH:17][cH:18][cH:19][cH:20][cH:21]2)[cH:8][cH:9]1>>[NH2:1][c:4]1[cH:5][cH:6][c:7]([CH:10]([n:11]2[cH:12][n:13][cH:14][cH:15]2)[c:16]2[cH:17][cH:18][cH:19][cH:20][cH:21]2)[cH:8][cH:9]1. Starting materials: C(C)OC1=CC=C(C=C1)C=CC1=CC=C(C=C1)C1=CC(=C(C=C1)[C@@H]1CC[C@H](CC1)CCCCC)F (1-(p-ethoxyphenyl)-2-[4'-(trans-4-n-pentylcyclohexyl)-3'-fluorobiphenyl-4-yl]ethene). Reagents/catalysts: [Pd] (Pd/C). The solvent is O1CCCC1 (tetrahydrofuran). Yields the product C(C)OC1=CC=C(C=C1)CCC1=CC=C(C=C1)C1=CC(=C(C=C1)[C@@H]1CC[C@H](CC1)CCCCC)F (1-(p-ethoxyphenyl)-2-[4'-(trans-4-n-pentylcyclohexyl)-3'-fluorobiphenyl-4-yl)ethane). Reaction SMILES: [CH2:1]([O:3][C:4]1[CH:9]=[CH:8][C:7]([CH:10]=[CH:11][C:12]2[CH:17]=[CH:16][C:15]([C:18]3[CH:23]=[CH:22][C:21]([C@H:24]4[CH2:29][CH2:28][C@H:27]([CH2:30][CH2:31][CH2:32][CH2:33][CH3:34])[CH2:26][CH2:25]4)=[C:20]([F:35])[CH:19]=3)=[CH:14][CH:13]=2)=[CH:6][CH:5]=1)[CH3:2]>O1CCCC1.[Pd]>[CH2:1]([O:3][C:4]1[CH:5]=[CH:6][C:7]([CH2:10][CH2:11][C:12]2[CH:17]=[CH:16][C:15]([C:18]3[CH:23]=[CH:22][C:21]([C@H:24]4[CH2:25][CH2:26][C@H:27]([CH2:30][CH2:31][CH2:32][CH2:33][CH3:34])[CH2:28][CH2:29]4)=[C:20]([F:35])[CH:19]=3)=[CH:14][CH:13]=2)=[CH:8][CH:9]=1)[CH3:2]. Procedure details: A solution of 1.9 g of 1-(p-ethoxyphenyl)-2-[4'-(trans-4-n-pentylcyclohexyl)-3'-fluorobiphenyl-4-yl]ethene [obtained by Heck coupling of 4-ethoxystyrene with 4'-(trans-4-n-pentylcyclohexyl)-3'-fluoro-4-bromobiphenyl] in 50 ml of tetrahydrofuran is hydrogenated in the presence of Pd/C. Customary work-up gives 1-(p-ethoxyphenyl)-2-[4'-(trans-4-n-pentylcyclohexyl)-3'-fluorobiphenyl-4-yl)ethane. Starting materials: COC(=O)C=1N(N=C(C1)\C=C/C=1C(=NOC1C)C1=CC=C(C=C1)F)C (5-{(Z)-2-[3-(4-fluoro-phenyl)-5-methyl-isoxazol-4-yl]-vinyl}-2-methyl-2H-pyrazole-3-carboxylic acid methyl ester), O.[OH-].[Li+] (lithium hydroxide monohydrate). The solvent is C1CCOC1 (THF), O (water). Conditions: time 12 hour. The product is FC1=CC=C(C=C1)C1=NOC(=C1\C=C/C=1C=C(N(N1)C)C(=O)O)C (5-{(Z)-2-[3-(4-fluoro-phenyl)-5-methyl-isoxazol-4-yl]-vinyl}-2-methyl-2H-pyrazole-3-carboxylic acid). The yield is 85.0%. Reaction SMILES: C[O:2][C:3]([C:5]1[N:6]([CH3:25])[N:7]=[C:8](/[CH:10]=[CH:11]\[C:12]2[C:13]([C:18]3[CH:23]=[CH:22][C:21]([F:24])=[CH:20][CH:19]=3)=[N:14][O:15][C:16]=2[CH3:17])[CH:9]=1)=[O:4].O.[OH-].[Li+]>C1COCC1.O>[F:24][C:21]1[CH:20]=[CH:19][C:18]([C:13]2[C:12](/[CH:11]=[CH:10]\[C:8]3[CH:9]=[C:5]([C:3]([OH:4])=[O:2])[N:6]([CH3:25])[N:7]=3)=[C:16]([CH3:17])[O:15][N:14]=2)=[CH:23][CH:22]=1 |f:1.2.3|. Reported procedure: To a solution of 5-{(Z)-2-[3-(4-fluoro-phenyl)-5-methyl-isoxazol-4-yl]-vinyl}-2-methyl-2H-pyrazole-3-carboxylic acid methyl ester (6.29 mmol) in THF (14 mL) was added lithium hydroxide monohydrate (37.79 mmol) in water (18 mL) and the resulting mixture stirred for 12 h. After evaporation the mixture was diluted with water (10 mL) and citric acid (10%) and extracted with ethyl acetate (2×80 mL). The combined extracts were then dried with sodium sulfate, filtered and evaporated to afford 5-{(Z)-2-... Reactants: CI, [Na+], [Na+], O=C([O-])[O-], CC(C)(C)OC(=O)N1CCC(n2c(=O)[nH]c3ncccc32)CC1, CN(C)C=O. Product: Cn1c(=O)n(C2CCN(C(=O)OC(C)(C)C)CC2)c2cccnc21. Reaction SMILES: [I:30][CH3:31].[Na+:24].[Na+:25].[O-:26][C:27](=[O:28])[O-:29].[O:1]=[c:2]1[n:3]([CH:11]2[CH2:12][CH2:13][N:14]([C:17](=[O:18])[O:19][C:20]([CH3:21])([CH3:22])[CH3:23])[CH2:15][CH2:16]2)[c:4]2[c:5]([n:6][cH:7][cH:8][cH:9]2)[nH:10]1.[O:32]=[CH:33][N:34]([CH3:35])[CH3:36]>>[O:1]=[c:2]1[n:3]([CH:11]2[CH2:12][CH2:13][N:14]([C:17](=[O:18])[O:19][C:20]([CH3:21])([CH3:22])[CH3:23])[CH2:15][CH2:16]2)[c:4]2[c:5]([n:6][cH:7][cH:8][cH:9]2)[n:10]1[CH3:27].